Dataset: the Open Reaction Database (ORD), a public repository of structured organic reaction records. Task: describe an organic reaction: reactants, conditions, products, and yield Reactants: C(=O)(O)[O-].[Na+] (NaHCO3), C(C1=CC=CC=C1)NCC=1SC=CN1 (N-benzyl-N-2-thiazolylmethylamine), ClCC(=O)Cl (chloroacetyl chloride). Run in ClCCl (dichloromethane). Run at time 1 hour. Yields the product C(C1=CC=CC=C1)N(C(CCl)=O)CC=1SC=CN1 (N-benzyl-N-2-thiazolylmethylchloroacetamide). As a reaction SMILES: [CH2:1]([NH:8][CH2:9][C:10]1[S:11][CH:12]=[CH:13][N:14]=1)[C:2]1[CH:7]=[CH:6][CH:5]=[CH:4][CH:3]=1.C([O-])(O)=O.[Na+].[Cl:20][CH2:21][C:22](Cl)=[O:23]>ClCCl>[CH2:1]([N:8]([CH2:9][C:10]1[S:11][CH:12]=[CH:13][N:14]=1)[C:22](=[O:23])[CH2:21][Cl:20])[C:2]1[CH:3]=[CH:4][CH:5]=[CH:6][CH:7]=1 |f:1.2|. Procedure details: A stirred solution of N-benzyl-N-2-thiazolylmethylamine (204 mg, 1.0 mmol) in 5 mL of dichloromethane was cooled to 0° C. The solution was treated with 5 mL of saturated, aqueous NaHCO3 followed by the addition of chloroacetyl chloride (0.088 mL, 1.1 mmol). The biphasic mixture was stirred vigorously for 1 hour and poured into a separatory funnel. The layers were separated and the aqueous layer extracted with an additional 5 mL portion of dichloromethane. The combined organic phases were dried (... Solvent: C1CCOC1 (THF), CC(=O)C (acetone), C1=CC=CC=C1.C(C)(=O)OCC (benzene ethyl acetate), C=1(C(=CC=CC1)C)C (xylene), C=1(C(=CC=CC1)C)C (xylene). Reported procedure: To a solution of the acetate (14) (19 mg, 0.0396 mmol) in carbontetrachloride (2 ml) N-bromosuccinimide (10 mg, 0.0571 mmol) was added and this mixture was refluxed under argon atmosphere for 20 min. After cooling to 0° C., the resulting precipitate was filtered off. The filtrate was concentrated below 40° C. to leave the residue. This residue in xylene (2 ml) was added dropwise to a refluxing solution of S-collidine (0.5) and xylene (1.5 ml) and refluxing was contained for 20 min. The usual wor... Yields the product FC(CC(C)(C)O)(C[C@@H](C)[C@H]1CC[C@H]2C3=CC=C4CC(CC[C@]4(C)[C@H]3CC[C@]12C)O)F (23,23-Difluorocholesta-5,7-diene-3,25-diol). Reaction SMILES: C([O:4][C@H:5]1[CH2:32][CH2:31][C@@:30]2([CH3:33])[C:7](=[CH:8][CH2:9][C@@H:10]3[C@@H:29]2[CH2:28][CH2:27][C@@:26]2([CH3:34])[C@H:11]3[CH2:12][CH2:13][C@@H:14]2[C@H:15]([CH3:25])[CH2:16][C:17]([F:24])([F:23])[CH2:18][C:19]([OH:22])([CH3:21])[CH3:20])[CH2:6]1)(=O)C.C(Cl)(Cl)(Cl)Cl.CC1C=C(C)N=C(C)C=1.CC1C=CC(S(O)(=O)=O)=CC=1.C([O-])(=O)C.[OH-].[K+].CO>C1(C)C(C)=CC=CC=1.CC(C)=O.C1COCC1.C1C=CC=CC=1.C(OCC)(=O)C>[F:23][C:17]([F:24])([CH2:16][C@H:15]([C@@H:14]1[C@:26]2([CH3:34])[C@H:11]([C:10]3[C@H:29]([CH2:28][CH2:27]2)[C@:30]2([CH3:33])[C:7]([CH2:6][CH:5]([OH:4])[CH2:32][CH2:31]2)=[CH:8][CH:9]=3)[CH2:12][CH2:13]1)[CH3:25])[CH2:18][C:19]([OH:22])([CH3:21])[CH3:20] |f:5.6.7,11.12|. Conditions: temperature 0 celsius, time 20 minute. The yield is 21.7%. Starting materials: C(C)(=O)[O-] (acetate), [OH-].[K+].CO (KOH MeOH), diene, CC=1C=CC(=CC1)S(=O)(=O)O (TsOH), C(C)(=O)O[C@@H]1CC2=CC[C@H]3[C@@H]4CC[C@H]([C@@H](CC(CC(C)(C)O)(F)F)C)[C@]4(CC[C@@H]3[C@]2(CC1)C)C (23,23-Difluorocholest-5-ene-3β,25-diol 3-Acetate), C(Cl)(Cl)(Cl)Cl (carbontetrachloride), CC1=CC(=NC(=C1)C)C (S-collidine).